From a dataset of the Open Reaction Database (ORD), a public repository of structured organic reaction records. describe an organic reaction: reactants, conditions, products, and yield Starting materials: [Si](C)(C)(C(C)(C)C)OCC(CN1C(C2=CC=C(C=C2C(=C1)C=O)C=1C=C(C(=O)NC2CC2)C=C(C1C)F)=O)(C)C (3-[2-(3-{[tert-butyl(dimethyl)silyl]oxy}-2,2-dimethylpropyl)-4-formyl-1-oxo-1,2-dihydroisoquinolin-6-yl]-N-cyclopropyl-5-fluoro-4-methylbenzamide), C[Mg]Cl (methylmagnesium chloride). Yields the product [Si](C)(C)(C(C)(C)C)OCC(CN1C(C2=CC=C(C=C2C(=C1)C(C)O)C=1C=C(C(=O)NC2CC2)C=C(C1C)F)=O)(C)C (3-[2-(3-{[tert-Butyl(dimethyl)silyl]oxy}-2,2-dimethylpropyl)-4-(1-hydroxyethyl)-1-oxo-1,2-dihydroisoquinolin-6-yl]-N-cyclopropyl-5-fluoro-4-methylbenzamide). Reaction SMILES: [Si:1]([O:8][CH2:9][C:10]([CH3:40])([CH3:39])[CH2:11][N:12]1[CH:21]=[C:20]([CH:22]=[O:23])[C:19]2[C:14](=[CH:15][CH:16]=[C:17]([C:24]3[CH:25]=[C:26]([CH:33]=[C:34]([F:37])[C:35]=3[CH3:36])[C:27]([NH:29][CH:30]3[CH2:32][CH2:31]3)=[O:28])[CH:18]=2)[C:13]1=[O:38])([C:4]([CH3:7])([CH3:6])[CH3:5])([CH3:3])[CH3:2].[CH3:41][Mg]Cl>>[Si:1]([O:8][CH2:9][C:10]([CH3:40])([CH3:39])[CH2:11][N:12]1[CH:21]=[C:20]([CH:22]([OH:23])[CH3:41])[C:19]2[C:14](=[CH:15][CH:16]=[C:17]([C:24]3[CH:25]=[C:26]([CH:33]=[C:34]([F:37])[C:35]=3[CH3:36])[C:27]([NH:29][CH:30]3[CH2:31][CH2:32]3)=[O:28])[CH:18]=2)[C:13]1=[O:38])([C:4]([CH3:6])([CH3:7])[CH3:5])([CH3:3])[CH3:2]. Procedure details: 3-[2-(3-{[tert-butyl(dimethyl)silyl]oxy}-2,2-dimethylpropyl)-4-formyl-1-oxo-1,2-dihydroisoquinolin-6-yl]-N-cyclopropyl-5-fluoro-4-methylbenzamide (Example 26f, 1.10 g) was reacted with methylmagnesium chloride (3 M in THF) (1.62 mL) by the method of Example 38a to afford the subtitle compound (1.10 g) as a yellow solid. Reactants: C1CCOC1, CO, COC(=O)c1ccc(S(=O)(=O)CCc2c(CCNS(=O)(=O)Cc3ccccc3F)n(C(c3ccccc3)c3ccccc3)c3ccc(Cl)cc23)cc1, [Na+], [OH-]. The product is O=C(O)c1ccc(S(=O)(=O)CCc2c(CCNS(=O)(=O)Cc3ccccc3F)n(C(c3ccccc3)c3ccccc3)c3ccc(Cl)cc23)cc1. As a reaction SMILES: [CH2:53]1[O:54][CH2:55][CH2:56][CH2:57]1.[CH3:60][OH:61].[CH:1]([c:2]1[cH:3][cH:4][cH:5][cH:6][cH:7]1)([c:8]1[cH:9][cH:10][cH:11][cH:12][cH:13]1)[n:14]1[c:15]([CH2:39][CH2:40][NH:41][S:42](=[O:43])(=[O:44])[CH2:45][c:46]2[c:47]([F:52])[cH:48][cH:49][cH:50][cH:51]2)[c:16]([CH2:24][CH2:25][S:26](=[O:27])(=[O:28])[c:29]2[cH:30][cH:31][c:32]([C:33](=[O:34])[O:35][CH3:36])[cH:37][cH:38]2)[c:17]2[cH:18][c:19]([Cl:23])[cH:20][cH:21][c:22]12.[Na+:59].[OH-:58]>>[CH:1]([c:2]1[cH:3][cH:4][cH:5][cH:6][cH:7]1)([c:8]1[cH:9][cH:10][cH:11][cH:12][cH:13]1)[n:14]1[c:15]([CH2:39][CH2:40][NH:41][S:42](=[O:43])(=[O:44])[CH2:45][c:46]2[c:47]([F:52])[cH:48][cH:49][cH:50][cH:51]2)[c:16]([CH2:24][CH2:25][S:26](=[O:27])(=[O:28])[c:29]2[cH:30][cH:31][c:32]([C:33](=[O:34])[OH:35])[cH:37][cH:38]2)[c:17]2[cH:18][c:19]([Cl:23])[cH:20][cH:21][c:22]12. The reactants are C-2. 5-(2-Amino-4-thiazolyl)-1,2-dihydro-6-methyl-2-oxo-3-pyridinecarbonitrile, BrCC(=O)C=1C=C(C(NC1C)=O)C#N (5-bromoacetyl-1,2-dihydro-6-methyl-2-oxo-3-pyridinecarbonitrile), NC(=S)N (thiourea). Run in CN(C=O)C (dimethylformamide). Run at time 30 minute. Product: NC=1SC=C(N1)C=1C=C(C(NC1C)=O)C#N (5-(2-amino-4-thiazolyl)-1,2-dihydro-6-methyl-2-oxo-3-pyridinecarbonitrile). The yield is 31.6%. As a reaction SMILES: Br[CH2:2][C:3]([C:5]1[CH:6]=[C:7]([C:13]#[N:14])[C:8](=[O:12])[NH:9][C:10]=1[CH3:11])=O.[NH2:15][C:16]([NH2:18])=[S:17]>CN(C)C=O>[NH2:18][C:16]1[S:17][CH:2]=[C:3]([C:5]2[CH:6]=[C:7]([C:13]#[N:14])[C:8](=[O:12])[NH:9][C:10]=2[CH3:11])[N:15]=1. Procedure: C-2. 5-(2-Amino-4-thiazolyl)-1,2-dihydro-6-methyl-2-oxo-3-pyridinecarbonitrile--A mixture containing 25.4 g of 5-bromoacetyl-1,2-dihydro-6-methyl-2-oxo-3-pyridinecarbonitrile, 7.9 g of thiourea and 100 ml of dimethylformamide was heated on a steam bath for 3 hours and then evaporated to dryness. The residual material was diluted with 100 ml of water followed by the addition of 10 ml of concentrated aqueous ammonium hydroxide. The resulting mixture was reacidified with acetic acid and the solid t... The reactants are COC(CCCC1=C(C=CC=C1)N(C)C(C1=CC(=C(C=C1)Cl)Br)=O)=O (4-{2-[(3-bromo-4-chloro-benzoyl)-methyl-amino]-phenyl}-butyric acid methyl ester), Cl (HCl). Run in C1CCOC1 (THF), [Li+].[OH-] (LiOH). Reaction conditions: time 2 hour. The product is BrC=1C=C(C(=O)N(C2=C(C=CC=C2)CCCC(=O)O)C)C=CC1Cl (4-{2-[(3-bromo-4-chloro-benzoyl)-methyl-amino]-phenyl}-butyric acid). The yield is 103.0%. As a reaction SMILES: C[O:2][C:3](=[O:25])[CH2:4][CH2:5][CH2:6][C:7]1[CH:12]=[CH:11][CH:10]=[CH:9][C:8]=1[N:13]([C:15](=[O:24])[C:16]1[CH:21]=[CH:20][C:19]([Cl:22])=[C:18]([Br:23])[CH:17]=1)[CH3:14].Cl>C1COCC1.[Li+].[OH-]>[Br:23][C:18]1[CH:17]=[C:16]([CH:21]=[CH:20][C:19]=1[Cl:22])[C:15]([N:13]([CH3:14])[C:8]1[CH:9]=[CH:10][CH:11]=[CH:12][C:7]=1[CH2:6][CH2:5][CH2:4][C:3]([OH:25])=[O:2])=[O:24] |f:3.4|. Reported procedure: To a solution of 4-{2-[(3-bromo-4-chloro-benzoyl)-methyl-amino]-phenyl}-butyric acid methyl ester (1.11 g, 2.6 mmol, Step 13D) in THF (8 mL), 2N LiOH (6.5 mL) was added and the mixture was stirred for 2 hours at it. 1N HCl was added to the reaction mixture to yield a pH ˜2 followed by extraction with EtOAc (2×). The combined organic layers were washed with water and brine, dried (Na2SO4) and concentrated in vacuo to afford 1.1 g of 4-{2-[(3-bromo-4-chloro-benzoyl)-methyl-amino]-phenyl}-butyric a... Reactants: C=CCC1(c2ccc(F)cc2)CCN(C(C)c2ccc(Br)cc2)C(=O)O1, CCOC(C)=O, OB(O)C1CC1, C1CCC(P(C2CCCCC2)C2CCCCC2)CC1, [K+], [K+], [K+], CC(=O)[O-], CC(=O)[O-], CN(C)C=O, O, O=P([O-])([O-])[O-], [Pd+2]. Yields the product C=CCC1(c2ccc(F)cc2)CCN(C(C)c2ccc(C3CC3)cc2)C(=O)O1. RXN SMILES: [CH2:1]([CH:2]=[CH2:3])[C:4]1([c:20]2[cH:21][cH:22][c:23]([F:26])[cH:24][cH:25]2)[CH2:5][CH2:6][N:7]([CH:11]([CH3:12])[c:13]2[cH:14][cH:15][c:16]([Br:19])[cH:17][cH:18]2)[C:8](=[O:10])[O:9]1.[CH3:60][CH2:61][O:62][C:63]([CH3:64])=[O:65].[CH:27]1([B:30]([OH:31])[OH:32])[CH2:28][CH2:29]1.[CH:33]1([P:34]([CH:35]2[CH2:36][CH2:37][CH2:38][CH2:39][CH2:40]2)[CH:41]2[CH2:42][CH2:43][CH2:44][CH2:45][CH2:46]2)[CH2:47][CH2:48][CH2:49][CH2:50][CH2:51]1.[K+:57].[K+:58].[K+:59].[O-:67][C:68]([CH3:69])=[O:70].[O-:71][C:72]([CH3:73])=[O:74].[O:75]=[CH:76][N:77]([CH3:78])[CH3:79].[OH2:80].[P:52]([O-:53])([O-:54])([O-:55])=[O:56].[Pd+2:66]>>[CH2:1]([CH:2]=[CH2:3])[C:4]1([c:20]2[cH:21][cH:22][c:23]([F:26])[cH:24][cH:25]2)[CH2:5][CH2:6][N:7]([CH:11]([CH3:12])[c:13]2[cH:14][cH:15][c:16]([CH:27]3[CH2:28][CH2:29]3)[cH:17][cH:18]2)[C:8](=[O:10])[O:9]1. Reactants: O=P1(Cc2ccc(Nc3ncc(C(F)(F)F)c(Cl)n3)cc2)OCCCO1, CN1Cc2c(C3CCC(O)CC3)ccc(N)c2C1=O. Yields the product CN1Cc2c(C3CCC(O)CC3)ccc(Nc3nc(Nc4ccc(CP5(=O)OCCCO5)cc4)ncc3C(F)(F)F)c2C1=O. Reaction SMILES: [Cl:1][c:2]1[n:3][c:4]([NH:12][c:13]2[cH:14][cH:15][c:16]([CH2:19][P:20]3(=[O:26])[O:21][CH2:22][CH2:23][CH2:24][O:25]3)[cH:17][cH:18]2)[n:5][cH:6][c:7]1[C:8]([F:9])([F:10])[F:11].[NH2:27][c:28]1[cH:29][cH:30][c:31]([CH:39]2[CH2:40][CH2:41][CH:42]([OH:45])[CH2:43][CH2:44]2)[c:32]2[c:36]1[C:35](=[O:37])[N:34]([CH3:38])[CH2:33]2>>[c:2]1([NH:27][c:28]2[cH:29][cH:30][c:31]([CH:39]3[CH2:40][CH2:41][CH:42]([OH:45])[CH2:43][CH2:44]3)[c:32]3[c:36]2[C:35](=[O:37])[N:34]([CH3:38])[CH2:33]3)[n:3][c:4]([NH:12][c:13]2[cH:14][cH:15][c:16]([CH2:19][P:20]3(=[O:26])[O:21][CH2:22][CH2:23][CH2:24][O:25]3)[cH:17][cH:18]2)[n:5][cH:6][c:7]1[C:8]([F:9])([F:10])[F:11]. Reactants: ClS(=O)(=O)O (Chlorosulfonic acid), N1=CC=CC=C1 (pyridine). Run in CN(C=O)C (dimethylformamide). Run at time 10 minute. Yields the product N1=CC=CC=C1.S(=O)(=O)=O (Sulfur trioxide pyridine). As a reaction SMILES: Cl[S:2]([OH:5])(=[O:4])=[O:3].[N:6]1[CH:11]=[CH:10][CH:9]=[CH:8][CH:7]=1>CN(C)C=O>[N:6]1[CH:11]=[CH:10][CH:9]=[CH:8][CH:7]=1.[S:2](=[O:5])(=[O:4])=[O:3] |f:3.4|. Procedure details: Chlorosulfonic acid (3.0 ml, 0.0454 mol, 150 M %) was added slowly to a solution of dry pyridine (9.84 ml, 0.121 mol) in dry dimethylformamide (60 ml) which had been cooled to -10°. The resulting clear solution was stirred for 10 minutes at room temperature.